This data is from the Open Reaction Database (ORD), a public repository of structured organic reaction records. The task is: describe an organic reaction: reactants, conditions, products, and yield Starting materials: ClC1=C(C(=NC2=CC(=CC=C12)F)C1=CC=NC=C1)C (4-chloro-7-fluoro-3-methyl-2-(pyridin-4-yl)quinoline), Cl (HCl), O1CCOCC1 (1,4-dioxane), O1CCN(CC1)C1=CC=C2C(=C1)NCC21CCOCC1 (6-morpholino-2′,3′,5′,6′-tetrahydrospiro[indoline-3,4′-pyran]), solution. Product: FC1=CC=C2C(=C(C(=NC2=C1)C1=CC=NC=C1)C)N1CC2(CCOCC2)C2=CC=C(C=C12)N1CCOCC1 (1-(7-Fluoro-3-methyl-2-(4-pyridinyl)-4-quinolinyl)-6-(4-morpholinyl)-1,2,2′,3′,5′,6′-hexahydrospiro[indole-3,4′-pyran]). Reaction SMILES: Cl[C:2]1[C:11]2[C:6](=[CH:7][C:8]([F:12])=[CH:9][CH:10]=2)[N:5]=[C:4]([C:13]2[CH:18]=[CH:17][N:16]=[CH:15][CH:14]=2)[C:3]=1[CH3:19].[O:20]1[CH2:25][CH2:24][N:23]([C:26]2[CH:31]=[C:30]3[NH:32][CH2:33][C:34]4([CH2:39][CH2:38][O:37][CH2:36][CH2:35]4)[C:29]3=[CH:28][CH:27]=2)[CH2:22][CH2:21]1.Cl.O1CCOCC1>>[F:12][C:8]1[CH:7]=[C:6]2[C:11]([C:2]([N:32]3[C:30]4[C:29](=[CH:28][CH:27]=[C:26]([N:23]5[CH2:22][CH2:21][O:20][CH2:25][CH2:24]5)[CH:31]=4)[C:34]4([CH2:39][CH2:38][O:37][CH2:36][CH2:35]4)[CH2:33]3)=[C:3]([CH3:19])[C:4]([C:13]3[CH:18]=[CH:17][N:16]=[CH:15][CH:14]=3)=[N:5]2)=[CH:10][CH:9]=1. Procedure details: Prepare according to procedure L using 4-chloro-7-fluoro-3-methyl-2-(pyridin-4-yl)quinoline (60 mg, 220 μmol), 6-morpholino-2′,3′,5′,6′-tetrahydrospiro[indoline-3,4′-pyran] (60 mg, 220 μmol) and a 4.0M solution of HCl in 1,4-dioxane (0.05 mL, 0.22 mmol). After purification 1-(7-fluoro-3-methyl-2-(4-pyridinyl)-4-quinolinyl)-6-(4-morpholinyl)-1,2,2′,3′,5′,6′-hexahydrospiro[indole-3,4′-pyran] was obtained as a yellow film. 1H NMR (500 MHz, chloroform-d) δ ppm 8.80 (2H, dd, J=4.3, 1.8 Hz), 7.74-7.92... The reactants are IC1=NNC2=CC(=CC=C12)I (3,6-diiodoindazole), SC1=C(C(=O)NC)C=CC=C1 (2-mercapto-N-methylbenzamide), CsOH. Reagents/catalysts: C=1C=CC(=CC1)/C=C/C(=O)/C=C/C2=CC=CC=C2.C=1C=CC(=CC1)/C=C/C(=O)/C=C/C2=CC=CC=C2.C=1C=CC(=CC1)/C=C/C(=O)/C=C/C2=CC=CC=C2.[Pd].[Pd] (Pd2(dba)3), CC1(C2=C(C(=CC=C2)P(C3=CC=CC=C3)C4=CC=CC=C4)OC5=C(C=CC=C51)P(C6=CC=CC=C6)C7=CC=CC=C7)C (Xantphos). Solvent: CN(C)C=O (DMF). Run at temperature 70 celsius. Product: IC1=NNC2=CC(=CC=C12)SC1=C(C(=O)NC)C=CC=C1 (2-(3-Iodo-1H-indazol-6-ylsulfanyl)-N-methyl-benzamide). Isolated yield 78.1%. As a reaction SMILES: [I:1][C:2]1[C:10]2[C:5](=[CH:6][C:7](I)=[CH:8][CH:9]=2)[NH:4][N:3]=1.[SH:12][C:13]1[CH:22]=[CH:21][CH:20]=[CH:19][C:14]=1[C:15]([NH:17][CH3:18])=[O:16]>C1C=CC(/C=C/C(/C=C/C2C=CC=CC=2)=O)=CC=1.C1C=CC(/C=C/C(/C=C/C2C=CC=CC=2)=O)=CC=1.C1C=CC(/C=C/C(/C=C/C2C=CC=CC=2)=O)=CC=1.[Pd].[Pd].CC1(C)C2C(=C(P(C3C=CC=CC=3)C3C=CC=CC=3)C=CC=2)OC2C(P(C3C=CC=CC=3)C3C=CC=CC=3)=CC=CC1=2.CN(C=O)C>[I:1][C:2]1[C:10]2[C:5](=[CH:6][C:7]([S:12][C:13]3[CH:22]=[CH:21][CH:20]=[CH:19][C:14]=3[C:15]([NH:17][CH3:18])=[O:16])=[CH:8][CH:9]=2)[NH:4][N:3]=1 |f:2.3.4.5.6|. Reported procedure: 3,6-diiodoindazole (250.00 g), 2-mercapto-N-methylbenzamide (118.48 g), Pd2(dba)3 (9.28 g), Xantphos (11.73 g), DMF (2.5 L, 10 mL/g), followed by CsOH were added sequentially to a 5 L four-neck flask equipped with a mechanical stirrer and a temperature probe. The reaction mixture was then stirred. The dark mixture was degassed three times by alternately connecting to house vacuum and then nitrogen. The mixture was heated to 70° C. over a period of 30 minutes and maintained at the same temperatur...